From a dataset of the Open Reaction Database (ORD), a public repository of structured organic reaction records. describe an organic reaction: reactants, conditions, products, and yield The reactants are NC=1C=CC(=C(C1)[C@]1(N=C(O[C@@H]2COC[C@H]12)N)C)F ((3aS,7S,7aS)-7-(5-amino-2-fluoro-phenyl)-7-methyl-3,3a,7,7a-tetrahydro-1H-2,4-dioxa-6-aza-inden-5-ylamine), C1(CC1)COC=1C=CC(=NC1)C(=O)O (5-cyclopropylmethoxy-pyridine-2-carboxylic acid). Yields the product NC=1O[C@@H]2COC[C@@H]2[C@@](N1)(C)C=1C=C(C=CC1F)NC(=O)C1=NC=C(C=C1)OCC1CC1 (5-Cyclopropylmethoxy-pyridine-2-carboxylic acid [3-((3aS,7S,7aS)-5-amino-7-methyl-3,3a,7,7a-tetrahydro-1H-2,4-dioxa-6-aza-inden-7-yl)-4-fluoro-phenyl]-amide). Reaction SMILES: [NH2:1][C:2]1[CH:3]=[CH:4][C:5]([F:19])=[C:6]([C@:8]2([CH3:18])[C@@H:16]3[C@@H:12]([CH2:13][O:14][CH2:15]3)[O:11][C:10]([NH2:17])=[N:9]2)[CH:7]=1.[CH:20]1([CH2:23][O:24][C:25]2[CH:26]=[CH:27][C:28]([C:31](O)=[O:32])=[N:29][CH:30]=2)[CH2:22][CH2:21]1>>[NH2:17][C:10]1[O:11][C@H:12]2[C@@H:16]([C@:8]([C:6]3[CH:7]=[C:2]([NH:1][C:31]([C:28]4[CH:27]=[CH:26][C:25]([O:24][CH2:23][CH:20]5[CH2:22][CH2:21]5)=[CH:30][N:29]=4)=[O:32])[CH:3]=[CH:4][C:5]=3[F:19])([CH3:18])[N:9]=1)[CH2:15][O:14][CH2:13]2. Reported procedure: The coupling of (3aS,7S,7aS)-7-(5-amino-2-fluoro-phenyl)-7-methyl-3,3a,7,7a-tetrahydro-1H-2,4-dioxa-6-aza-inden-5-ylamine and 5-cyclopropylmethoxy-pyridine-2-carboxylic acid (prepared as described in Scott, J. et al., WO 2011/044181) following procedure G yielded the title compound as a colorless solid. MS: m/z=441.3 [M+H]+. As a reaction SMILES: [F:1][C:2]1[CH:7]=[C:6]([F:8])[C:5]([F:9])=[CH:4][C:3]=1[CH2:10][C:11](=O)[CH2:12][C:13]([O:15][CH3:16])=[O:14].C([O-])(=O)C.[NH4+:22]>CO>[NH2:22]/[C:11](/[CH2:10][C:3]1[CH:4]=[C:5]([F:9])[C:6]([F:8])=[CH:7][C:2]=1[F:1])=[CH:12]\[C:13]([O:15][CH3:16])=[O:14] |f:1.2|. Starting materials: FC1=C(C=C(C(=C1)F)F)CC(CC(=O)OC)=O (methyl 4-(2,4,5-trifluorophenyl)acetoacetate), C(C)(=O)[O-].[NH4+] (ammonium acetate). Product: N\C(=C/C(=O)OC)\CC1=C(C=C(C(=C1)F)F)F (methyl(Z)-3-amino-4-(2,4,5-trifluorophenyl)but-2-enoate). Run in CO (methanol). Procedure details: Methyl 4-(2,4,5-trifluorophenyl)acetoacetate (21) was treated with anhydrous ammonium acetate in an alcoholic solvent, preferably methanol, and preferably at higher temperature, preferably at 60-65° C. The methyl(Z)-3-amino-4-(2,4,5-trifluorophenyl)but-2-enoate (28) formed was preferably isolated by complete removal of the solvent under reduced pressure, separation of excess of ammonium acetate by using a polar organic solvent such as ethyl acetate, distillation of the polar organic solvent and ... Starting materials: hydrochloride salt, CC=1C=C(C=CC1O)O (3-methyl-4-hydroxyphenol), Cl.C(C1=CC=CC=C1)N1CC(C(CC1)=O)C(=O)OCC (ethyl 1-benzyl-4-oxo-3-piperidinecarboxylate hydrochloride), crude product. Product: Cl.C(C1=CC=CC=C1)N1CC2=C(CC1)C=1C=C(C(=CC1OC2=O)C)O (3-Benzyl-9-hydroxy-8-methyl-1,2,3,4-tetrahydro-chromeno[3,4-c]pyridin-5-one hydrochloride). Isolated yield 28.0%. RXN SMILES: [CH3:1][C:2]1C=C(O)[CH:5]=[CH:6][C:7]=1[OH:8].[ClH:10].[CH2:11]([N:18]1[CH2:23][CH2:22][C:21](=O)[CH:20]([C:25]([O:27][CH2:28][CH3:29])=[O:26])[CH2:19]1)[C:12]1[CH:17]=[CH:16][CH:15]=[CH:14][CH:13]=1>>[ClH:10].[CH2:11]([N:18]1[CH2:23][CH2:22][C:21]2[C:1]3[CH:2]=[C:7]([OH:8])[C:6]([CH3:5])=[CH:29][C:28]=3[O:27][C:25](=[O:26])[C:20]=2[CH2:19]1)[C:12]1[CH:17]=[CH:16][CH:15]=[CH:14][CH:13]=1 |f:1.2,3.4|. Procedure: Prepared by the procedure of Example 1 from 3-methyl-4-hydroxyphenol and ethyl 1-benzyl-4-oxo-3-piperidinecarboxylate hydrochloride. The crude product was converted to the hydrochloride salt. Yield 28%; mp 283°-289° C. The reactants are C(C)OC(=O)C=1NN=C(C1)CCC (5-propyl-2H-pyrazole-3-carboxylic acid ethyl ester), IN1C(CCC1=O)=O (N-iodosuccinimide). Solvent: ClCCl (dichloromethane). Conditions: time 16 hour. Yields the product C(C)OC(=O)C=1NN=C(C1I)CCC (4-Iodo-5-propyl-2H-pyrazole-3-carboxylic acid ethyl ester). Reaction SMILES: [CH2:1]([O:3][C:4]([C:6]1[NH:7][N:8]=[C:9]([CH2:11][CH2:12][CH3:13])[CH:10]=1)=[O:5])[CH3:2].[I:14]N1C(=O)CCC1=O>ClCCl>[CH2:1]([O:3][C:4]([C:6]1[NH:7][N:8]=[C:9]([CH2:11][CH2:12][CH3:13])[C:10]=1[I:14])=[O:5])[CH3:2]. Procedure details: 1.0 g (5.5 mmol) of 5-propyl-2H-pyrazole-3-carboxylic acid ethyl ester was dissolved in 15 ml of dichloromethane and 1.23 g (5.5 mmol) of N-iodosuccinimide was added. The resulting solution was stirred at room temperature for 16 h. The solution was washed with aqueous sodium thiosulfate solution. The organic phase was dried with sodium sulfate and filtered. The resulting solution was passed through a short silica gel column, washing with dichloromethane. The solvent was removed under reduced pre... Starting materials: COC=1C(=CC=CC1)N (o-anisidine), C(C)OCCCl (chloroethyl ethyl ether), C(=O)([O-])[O-].[K+].[K+] (K2CO3). Run in CN(C)C=O (DMF). The product is C(C)OCCNC=1C(OC)=CC=CC1 (N-ethoxyethyl-2-anisidine). The yield is 40.2%. RXN SMILES: [CH3:1][O:2][C:3]1[C:4]([NH2:9])=[CH:5][CH:6]=[CH:7][CH:8]=1.[CH2:10]([O:12][CH2:13][CH2:14]Cl)[CH3:11].C([O-])([O-])=O.[K+].[K+]>CN(C=O)C>[CH2:10]([O:12][CH2:13][CH2:14][NH:9][C:4]1[C:3](=[CH:8][CH:7]=[CH:6][CH:5]=1)[O:2][CH3:1])[CH3:11] |f:2.3.4|. Procedure details: A suspension of 12.3 g (100 mmol) o-anisidine M10, 11.9 g (110 mmol) chloroethyl ethyl ether M14, 15.2 g (110 mmol) K2CO3 and 9.1 g (55 mmol) KI in 55 ml DMF was heated at 95° C. for 18 hours. DMF was evaporated and the residue was dissolved in 100 ml CHCl3 and 100 ml saturated NaCl. The organic layer was dried over Na2SO4. The solvent was evaporated to give 19.4 g crude oil. The crude oil was purified with a plug packed with 84 g silica gel 100 with CHCl3/cyclohexane (1:1, v/v) as eluant to aff... Starting materials: C1(=CC=CC=C1)C=1C(=NC2=CC=CN=C2C1)C(C)N1C(C2=CC=CC=C2C1=O)=O (2-(1-(3-Phenyl-1,5-naphthyridin-2-yl)ethyl)isoindoline-1,3-dione), NN (NH2NH2). Solvent: CCO (EtOH). Yields the product C1(=CC=CC=C1)C=1C(=NC2=CC=CN=C2C1)C(C)N (1-(3-Phenyl-1,5-naphthyridin-2-yl)ethanamine). Yield: 115.3%. Reaction SMILES: [C:1]1([C:7]2[C:8]([CH:17]([N:19]3C(=O)C4C(=CC=CC=4)C3=O)[CH3:18])=[N:9][C:10]3[C:15]([CH:16]=2)=[N:14][CH:13]=[CH:12][CH:11]=3)[CH:6]=[CH:5][CH:4]=[CH:3][CH:2]=1.NN>CCO>[C:1]1([C:7]2[C:8]([CH:17]([NH2:19])[CH3:18])=[N:9][C:10]3[C:15]([CH:16]=2)=[N:14][CH:13]=[CH:12][CH:11]=3)[CH:2]=[CH:3][CH:4]=[CH:5][CH:6]=1. Procedure: 2-(1-(3-Phenyl-1,5-naphthyridin-2-yl)ethyl)isoindoline-1,3-dione (120 mg, 0.32 mmol) was suspended in EtOH (2 mL) and treated with NH2NH2 (0.2 mL) at 70° C. for 30 min and worked up to give a colorless oil (92 mg, 96%). LC-MS (ESI) m/z 250 [M+H]+. The reactants are CO, COc1ccc(N(C(=O)c2ccc([N+](=O)[O-])cc2)C2CCCC2)cc1, Cl, [H][H]. The product is COc1ccc(N(C(=O)c2ccc(N)cc2)C2CCCC2)cc1. As a reaction SMILES: [CH3:29][OH:30].[CH:1]1([N:6]([c:7]2[cH:8][cH:9][c:10]([O:11][CH3:12])[cH:13][cH:14]2)[C:15]([c:16]2[cH:17][cH:18][c:19]([N+:22]([O-:23])=[O:24])[cH:20][cH:21]2)=[O:25])[CH2:2][CH2:3][CH2:4][CH2:5]1.[ClH:26].[H:27][H:28]>>[CH:1]1([N:6]([c:7]2[cH:8][cH:9][c:10]([O:11][CH3:12])[cH:13][cH:14]2)[C:15]([c:16]2[cH:17][cH:18][c:19]([NH2:22])[cH:20][cH:21]2)=[O:25])[CH2:2][CH2:3][CH2:4][CH2:5]1.